This data is from the Open Reaction Database (ORD), a public repository of structured organic reaction records. The task is: describe an organic reaction: reactants, conditions, products, and yield The reactants are CN=S(=O)(C)C1=CC=C(CN2C(C3=CC=CC=C3C2=O)=O)C=C1 (2-(4-(N,S-dimethylsulfonimidoyl)benzyl)isoindoline-1,3-dione), NCCN (1,2-diaminoethane), C(C)#N (acetonitrile), O1CCCC1 (tetrahydrofuran). Run in C(C)O (ethanol). The product is CN=S(=O)(C)C1=CC=C(CN)C=C1 (4-(N,S-Dimethylsulfonimidoyl)benzylamine). RXN SMILES: [CH3:1][N:2]=[S:3]([C:6]1[CH:23]=[CH:22][C:9]([CH2:10][N:11]2C(=O)C3C(=CC=CC=3)C2=O)=[CH:8][CH:7]=1)([CH3:5])=[O:4].NCCN.C(#N)C.O1CCCC1>C(O)C>[CH3:1][N:2]=[S:3]([C:6]1[CH:23]=[CH:22][C:9]([CH2:10][NH2:11])=[CH:8][CH:7]=1)([CH3:5])=[O:4]. Procedure: A mixture of 2-(4-(N,S-dimethylsulfonimidoyl)benzyl)isoindoline-1,3-dione (189 mg, 0.58 mmol) and 1,2-diaminoethane (132 μL, 3.44 mmol) in a 2:1:1 mixture of acetonitrile, tetrahydrofuran and ethanol (2 mL) is heated at reflux for 1 h. All volatiles are removed under reduced pressure, and the residue is treated with dichloromethane. The mixture is filtered, and the filtrate is concentrated under reduced pressure. Yield: 114 mg (85% of theory); ESI mass spectrum: [M+H]+=199; r.t. HPLC: 0.22 min (... Starting materials: FC1=CC=CC(=C1C1=CC(=CC=C1)C)C(CCCCOC)[C@H]1CN(CCO1)C(=O)OC(C)(C)C ((2S)-tert-butyl 2-(1-(6-fluoro-3′-methylbiphenyl-2-yl)-5-methoxypentyl)morpholine-4-carboxylate), Cl (HCl). Run in CO (MeOH). Conditions: temperature 50 celsius, time 10 minute. Yields the product FC1=CC=CC(=C1C1=CC(=CC=C1)C)C(CCCCOC)[C@H]1CNCCO1 ((2S)-2-(1-(6-fluoro-3′-methylbiphenyl-2-yl)-5-methoxypentyl)morpholine), Cl (HCl). Reaction SMILES: [F:1][C:2]1[C:7]([C:8]2[CH:13]=[CH:12][CH:11]=[C:10]([CH3:14])[CH:9]=2)=[C:6]([CH:15]([C@@H:22]2[O:27][CH2:26][CH2:25][N:24](C(OC(C)(C)C)=O)[CH2:23]2)[CH2:16][CH2:17][CH2:18][CH2:19][O:20][CH3:21])[CH:5]=[CH:4][CH:3]=1.[ClH:35]>CO>[F:1][C:2]1[C:7]([C:8]2[CH:13]=[CH:12][CH:11]=[C:10]([CH3:14])[CH:9]=2)=[C:6]([CH:15]([C@@H:22]2[O:27][CH2:26][CH2:25][NH:24][CH2:23]2)[CH2:16][CH2:17][CH2:18][CH2:19][O:20][CH3:21])[CH:5]=[CH:4][CH:3]=1.[ClH:35]. Procedure: (2S)-tert-butyl 2-(1-(6-fluoro-3′-methylbiphenyl-2-yl)-5-methoxypentyl)morpholine-4-carboxylate from Step 2 was dissolved in 1 M HCl in MeOH and stirred at 50° C. for 10 min, the solvent was removed under reduced pressure to give (2S)-2-(1-(6-fluoro-3′-methylbiphenyl-2-yl)-5-methoxypentyl)morpholine as its HCl salt in quantitative yield. MS m/z 494 (M+Na)+. The reactants are substituted benzyl amines, C(=O)([O-])[O-].[Na+].[Na+] (Na2CO3), O[C@@H]1C[C@@H](NC1)C(=O)O (cis-4-Hydroxy-D-proline), FC(C=1C=C(CBr)C=CC1)(F)F (3-(Trifluoromethyl)benzyl bromide). The product is O[C@@H]1C[C@@H](N(C1)CC1=CC(=CC=C1)C(F)(F)F)C(=O)OCC1=CC(=CC=C1)C(F)(F)F ((2R,4R)-3-(trifluoromethyl)benzyl 4-hydroxy-1-(3-(trifluoromethyl)benzyl)pyrrolidine-2-carboxylate). Reaction SMILES: [OH:1][C@H:2]1[CH2:6][NH:5][C@@H:4]([C:7]([OH:9])=[O:8])[CH2:3]1.[F:10][C:11]([F:21])([F:20])[C:12]1[CH:13]=[C:14]([CH:17]=[CH:18][CH:19]=1)[CH2:15]Br.C([O-])([O-])=O.[Na+].[Na+]>>[OH:1][C@H:2]1[CH2:6][N:5]([CH2:15][C:14]2[CH:17]=[CH:18][CH:19]=[C:12]([C:11]([F:21])([F:20])[F:10])[CH:13]=2)[C@@H:4]([C:7]([O:9][CH2:15][C:14]2[CH:17]=[CH:18][CH:19]=[C:12]([C:11]([F:10])([F:20])[F:21])[CH:13]=2)=[O:8])[CH2:3]1 |f:2.3.4|. Reported procedure: The title compound (D8) (1.02 g) was prepared according to the general procedure for substituted benzyl amines preparation starting from cis-4-Hydroxy-D-proline (4.0 g; available from Aldrich#H5877) and 3-(Trifluoromethyl)benzyl bromide (9.37 ml). (Na2CO3: 2.5 eq; Reaction time: 24 hrs; 60° C.). Starting materials: C(C1=CC=CC=C1)N1C([C@H](CCCC1)NC(OC(C)(C)C)=O)=O ((S)-tert-butyl 1-benzyl-2-oxoazepan-3-ylcarbamate), Cl (HCl), O1CCOCC1 (dioxane). Solvent: C(Cl)Cl (DCM). Run at time 5 hour. Yields the product Cl.N[C@@H]1C(N(CCCC1)CC1=CC=CC=C1)=O ((S)-3-amino-1-benzylazepan-2-one hydrochloride). Yield: 99.0%. RXN SMILES: [CH2:1]([N:8]1[CH2:14][CH2:13][CH2:12][CH2:11][C@H:10]([NH:15]C(=O)OC(C)(C)C)[C:9]1=[O:23])[C:2]1[CH:7]=[CH:6][CH:5]=[CH:4][CH:3]=1.[ClH:24].O1CCOCC1>C(Cl)Cl>[ClH:24].[NH2:15][C@H:10]1[CH2:11][CH2:12][CH2:13][CH2:14][N:8]([CH2:1][C:2]2[CH:7]=[CH:6][CH:5]=[CH:4][CH:3]=2)[C:9]1=[O:23] |f:4.5|. Reported procedure: To a solution of (S)-tert-butyl 1-benzyl-2-oxoazepan-3-ylcarbamate (340 mg, 1.07 mmol) in DCM (5 mL) was added solution of 4 M HCl in dioxane (0.243 mL, 0.971 mmol) at rt under argon. The reaction was allowed to stir at rt for 5 hr. The reaction mixture was concentrated and dried under vacuum to give (S)-3-amino-1-benzylazepan-2-one hydrochloride (210 mg, 0.962 mmol, 99% yield) as a white solid. Anal. Calcd. for C13H18N2O m/z 218.3. found: 219.3 (M+H)+.